This data is from the Open Reaction Database (ORD), a public repository of structured organic reaction records. The task is: describe an organic reaction: reactants, conditions, products, and yield The reactants are CC(C)O, Clc1ncnc2cc(OCCN3CCCC3)cc(N3CCOCC3)c12, Nc1c(Cl)ccc2c1OCO2. Product: Clc1ccc2c(c1Nc1ncnc3cc(OCCN4CCCC4)cc(N4CCOCC4)c13)OCO2. Reaction SMILES: [CH:37]([OH:38])([CH3:39])[CH3:40].[Cl:1][c:2]1[n:3][cH:4][n:5][c:6]2[cH:7][c:8]([O:18][CH2:19][CH2:20][N:21]3[CH2:22][CH2:23][CH2:24][CH2:25]3)[cH:9][c:10]([N:12]3[CH2:13][CH2:14][O:15][CH2:16][CH2:17]3)[c:11]12.[Cl:26][c:27]1[cH:28][cH:29][c:30]2[c:31]([c:32]1[NH2:33])[O:34][CH2:35][O:36]2>>[c:2]1([NH:33][c:32]2[c:27]([Cl:26])[cH:28][cH:29][c:30]3[c:31]2[O:34][CH2:35][O:36]3)[n:3][cH:4][n:5][c:6]2[cH:7][c:8]([O:18][CH2:19][CH2:20][N:21]3[CH2:22][CH2:23][CH2:24][CH2:25]3)[cH:9][c:10]([N:12]3[CH2:13][CH2:14][O:15][CH2:16][CH2:17]3)[c:11]12. The reactants are C(C=C)(=O)OC (methyl acrylate), CC(C)(C)[O-].[K+] (KOtBu), BrC=1C=C2C=C(NC2=CC1)C(=O)OCC (ethyl 5-bromo-1H-indole-2-carboxylate), Cl (HCl). The solvent is O (H2O), C1=CC=CC=C1 (benzene), C1=CC=CC=C1 (benzene). Reaction conditions: temperature 80 celsius, time 16 hour. The product is BrC1=CC=2C=C3N(C2C=C1)CCC3=O (7-bromo-2,3-dihydro-1H-pyrrolo[1,2-a]indol-1-one), solid. Yield: 61.0%. As a reaction SMILES: [CH3:1][C:2]([O-:5])(C)[CH3:3].[K+].[Br:7][C:8]1[CH:9]=[C:10]2[C:14](=[CH:15][CH:16]=1)[NH:13][C:12](C(OCC)=O)=[CH:11]2.C(OC)(=O)C=C.Cl>C1C=CC=CC=1.O>[Br:7][C:8]1[CH:16]=[CH:15][C:14]2[N:13]3[CH2:12][CH2:1][C:2](=[O:5])[C:3]3=[CH:11][C:10]=2[CH:9]=1 |f:0.1|. Procedure: To a solution of KOtBu (1.0 g, 8.9 mmol) in benzene (20 mL) was added ethyl 5-bromo-1H-indole-2-carboxylate (2.3 g, 8.6 mmol) as a solution in benzene (40 mL) at room temperature. To the resulting white slurry was added methyl acrylate (1.5 mL, 17.1 mmol). The combined solution was heated at 80° C. for 1 h then cooled to room temperature and stirred for an additional 16 h. The reaction mixture was then poured into H2O (100 mL) and the pH was adjusted to 4 with concentrated HCl. The aqueous phase...